This data is from the Open Reaction Database (ORD), a public repository of structured organic reaction records. The task is: describe an organic reaction: reactants, conditions, products, and yield Starting materials: N(=C=O)C(C)CCCCCCCCC (2-isocyanatoundecane), N(=C=O)C(C)CCCCCCCCC (2-isocyanatoundecane), C(CCCC)C1CCC(CC1)C(=O)O (4-pentylcyclohexanecarboxylic acid). Product: N(=C=O)C1CCC(CC1)CCCCC (1-isocyanato-4-pentylcyclohexane). RXN SMILES: [N:1]([CH:4]([CH2:6][CH2:7][CH2:8][CH2:9][CH2:10][CH2:11][CH2:12][CH2:13]C)[CH3:5])=[C:2]=[O:3].[CH2:15](C1CCC(C(O)=O)CC1)CCCC>>[N:1]([CH:4]1[CH2:5][CH2:15][CH:8]([CH2:9][CH2:10][CH2:11][CH2:12][CH3:13])[CH2:7][CH2:6]1)=[C:2]=[O:3]. Procedure: The title compound was prepared in a similar manner as described in the preparation of 2-isocyanatoundecane (compound 81, example 17), except commercially available 4-pentylcyclohexanecarboxylic acid was used in the place of 2-methylundecanoic acid. The reactants are S(=O)(=O)([O-])C1=CC=C(C)C=C1 (tosylate), N[C@@H](C(=O)OCC1=CC=CC=C1)C1=CC=CC=C1 ((R)-benzyl 2-amino-2-phenylacetate), P(OC1=CC=CC2=CC=CC=C12)(=O)(Cl)Cl (naphthalen-1-yl phosphorodichloridate), TEA, C(Cl)Cl (DCM). Yields the product ClC1=C(C2=CC=CC=C2C=C1)OP(=O)=N[C@@H](C(=O)OCC1=CC=CC=C1)C1=CC=CC=C1 ((2R)-benzyl 2-(chloro(naphthalen-1-yloxy)phosphorylamino)-2-phenylacetate). Isolated yield 72.0%. As a reaction SMILES: S(C1C=CC(C)=CC=1)([O-])(=O)=O.[NH2:12][C@H:13]([C:24]1[CH:29]=[CH:28][CH:27]=[CH:26][CH:25]=1)[C:14]([O:16][CH2:17][C:18]1[CH:23]=[CH:22][CH:21]=[CH:20][CH:19]=1)=[O:15].[P:30](Cl)(Cl)(=[O:42])[O:31][C:32]1[C:41]2[C:36](=[CH:37][CH:38]=[CH:39][CH:40]=2)[CH:35]=[CH:34][CH:33]=1.C(Cl)[Cl:46]>>[Cl:46][C:33]1[CH:34]=[CH:35][C:36]2[C:41](=[CH:40][CH:39]=[CH:38][CH:37]=2)[C:32]=1[O:31][P:30](=[N:12][C@H:13]([C:24]1[CH:29]=[CH:28][CH:27]=[CH:26][CH:25]=1)[C:14]([O:16][CH2:17][C:18]1[CH:23]=[CH:22][CH:21]=[CH:20][CH:19]=1)=[O:15])=[O:42]. Procedure details: Using the general procedure for synthesizing naphthyl (aminoacid ester) phosphorochloridates the tosylate salt of (R)-benzyl 2-amino-2-phenylacetate (1.50 g, 3.63 mmol), and naphthalen-1-yl phosphorodichloridate (0.95 g, 3.63 mmol) and TEA (1.01 mL, 7.26 mmol) in 20 mL of dry DCM, were combined to give (2R)-benzyl 2-(chloro(naphthalen-1-yloxy)phosphorylamino)-2-phenylacetate in 72% yield (1.21 g), as a clear, yellow, thick oil. Reactants: C(C1=CC=CC=C1)OC(=O)NC(CC(CC(=O)OCC)=O)(C)C (Ethyl 5-(benzyloxycarbonylamino)-5-methyl-3-oxohexanoate), [BH4-].[Na+] (Sodium borohydride). Solvent: C(C)O (ethanol). Conditions: time 3 hour. Product: OC(CC(C)(C)NC(OCC1=CC=CC=C1)=O)CCO (Benzyl 4,6-dihydroxy-2-methylhexan-2-ylcarbamate). Yield: 69.8%. Reaction SMILES: [CH2:1]([O:8][C:9]([NH:11][C:12]([CH3:23])([CH3:22])[CH2:13][C:14](=[O:21])[CH2:15][C:16](OCC)=[O:17])=[O:10])[C:2]1[CH:7]=[CH:6][CH:5]=[CH:4][CH:3]=1.[BH4-].[Na+]>C(O)C>[OH:21][CH:14]([CH2:15][CH2:16][OH:17])[CH2:13][C:12]([NH:11][C:9](=[O:10])[O:8][CH2:1][C:2]1[CH:7]=[CH:6][CH:5]=[CH:4][CH:3]=1)([CH3:22])[CH3:23] |f:1.2|. Procedure: Ethyl 5-(benzyloxycarbonylamino)-5-methyl-3-oxohexanoate (3.49, 10.9 mmol) was dissolved in ethanol (100 ml). Sodium borohydride (1.64 g, 43.4 mmol) was added to the mixture, and the reaction mixture was stirred for 3 hours at room temperature. The reaction was quenched with 1 N HCl, and the mixture was stirred for 1 hour. The mixture was extracted with ethylacetate, and the combined organic layers were dried over sodium sulfate, filtered, and purified by column chromatography (0 to 4% methanol ... Reactants: C1(CCCC1)ON (O-cyclopentylhydroxylamine), (DMSO-d6)γ, C(C1=CC=CC=C1)(=O)O[C@H]1[C@@H](O[C@@H]([C@H]1OC(C1=CC=CC=C1)=O)COC(C1=CC=CC=C1)=O)N1C2=NC(=NC(=C2N=C1)Cl)Cl (9-(2,3,5-tri-O-benzoyl-β-D-ribofuranosyl)-2,6-dichloro-9H-purine), N (ammonia). Product: ClC=1N=C(C=2N=CN([C@H]3[C@H](O)[C@H](O)[C@@H](CO)O3)C2N1)NOC1CCCC1 (2-chloro-N-cyclopentyloxyadenosine). Reaction SMILES: [CH:1]1([O:6][NH2:7])[CH2:5][CH2:4][CH2:3][CH2:2]1.C([O:16][C@@H:17]1[C@H:21]([O:22]C(=O)C2C=CC=CC=2)[C@@H:20]([CH2:31][O:32]C(=O)C2C=CC=CC=2)[O:19][C@H:18]1[N:41]1[CH:49]=[N:48][C:47]2[C:42]1=[N:43][C:44]([Cl:51])=[N:45][C:46]=2Cl)(=O)C1C=CC=CC=1.N>>[Cl:51][C:44]1[N:45]=[C:46]([NH:7][O:6][CH:1]2[CH2:5][CH2:4][CH2:3][CH2:2]2)[C:47]2[N:48]=[CH:49][N:41]([C:42]=2[N:43]=1)[C@@H:18]1[O:19][C@H:20]([CH2:31][OH:32])[C@@H:21]([OH:22])[C@H:17]1[OH:16]. Procedure details: The title compound was prepared according to method A as described in example 6 by reacting O-cyclopentylhydroxylamine (prepared by the overall procedure described in example 5) (0.78 g, 5.67 mmol) with 9-(2,3,5-tri-O-benzoyl-β-D-ribofuranosyl)-2,6-dichloro-9H-purine (3.0 g, 4.74 mmol), followed by debenzoylation of the purified product using methanolic ammonia to provide the title 2-chloro-N-cyclopentyloxyadenosine (0.11 g) (after column chromatography) as a solid, mp 116°-119° C., 1H NMR (DMSO... The reactants are CC#N, CSC(C)c1ccc(C(F)(F)F)nc1, [Ca+2], [O-]Cl, [O-]Cl, N#CN, [Na+], [Na+], O=S([O-])S(=O)(=O)[O-]. Reaction SMILES: [CH3:32][C:33]#[N:34].[CH3:4][S:5][CH:6]([CH3:7])[c:8]1[cH:9][n:10][c:11]([C:14]([F:15])([F:16])[F:17])[cH:12][cH:13]1.[Ca+2:20].[Cl:18][O-:19].[Cl:21][O-:22].[NH2:1][C:2]#[N:3].[Na+:30].[Na+:31].[S:23]([S:24]([O-:25])=[O:26])([O-:27])(=[O:28])=[O:29]>>[N:1]([C:2]#[N:3])=[S:5]([CH3:4])[CH:6]([CH3:7])[c:8]1[cH:9][n:10][c:11]([C:14]([F:15])([F:16])[F:17])[cH:12][cH:13]1. Product: CC(c1ccc(C(F)(F)F)nc1)S(C)=NC#N. RXN SMILES: Cl[C:2]1[C:7]([Cl:8])=[CH:6][C:5]([C:9]([F:12])([F:11])[F:10])=[CH:4][N:3]=1.[C:13]([CH:15]([C:31]1[CH:36]=[CH:35][C:34]([Cl:37])=[CH:33][C:32]=1[Cl:38])[C:16](=[O:30])[CH:17]([S:19][C:20]1[CH:25]=[C:24]([OH:26])[CH:23]=[CH:22][C:21]=1[N+:27]([O-:29])=[O:28])[CH3:18])#[N:14].C(=O)([O-])[O-].[K+].[K+]>C(#N)C>[Cl:8][C:7]1[C:2]([O:26][C:24]2[CH:23]=[CH:22][C:21]([N+:27]([O-:29])=[O:28])=[C:20]([S:19][CH:17]([CH3:18])[C:16](=[O:30])[CH:15]([C:31]3[CH:36]=[CH:35][C:34]([Cl:37])=[CH:33][C:32]=3[Cl:38])[C:13]#[N:14])[CH:25]=2)=[N:3][CH:4]=[C:5]([C:9]([F:12])([F:11])[F:10])[CH:6]=1 |f:2.3.4|. Yields the product ClC=1C(=NC=C(C1)C(F)(F)F)OC=1C=CC(=C(C1)SC(C(C(C#N)C1=C(C=C(C=C1)Cl)Cl)=O)C)[N+](=O)[O-] (4-[5-(3-chloro-5-trifluoromethyl-2-pyridyloxy)-2-nitrophenylthio]-3-oxo-2-(2,4-dichlorophenyl)pentanenitrile). Reported procedure: 2,3-Dichloro-5-trifluoromethylpyridine (1.08 g), 2.05 g of 1-cyano-1-(2,4-dichlorophenyl)-3-(5-hydroxy-2-nitrophenylthio)-2-butanone and 2.07 g of potassium carbonate were refluxed in 50 ml of acetonitrile under heat at 80° C. for 3 hours. The reaction liquid was filtered, and the filtrate was concentrated. A 10% hydrochloric acid aqueous solution was added to the residue, and the mixture was extracted with chloroform, followed by concentrating the extract. The residue was purified by silica gel... Run in C(C)#N (acetonitrile). Yield: 55.0%. Reaction conditions: temperature 80 celsius. Reactants: ClC1=NC=C(C=C1Cl)C(F)(F)F (2,3-Dichloro-5-trifluoromethylpyridine), C(#N)C(C(C(C)SC1=C(C=CC(=C1)O)[N+](=O)[O-])=O)C1=C(C=C(C=C1)Cl)Cl (1-cyano-1-(2,4-dichlorophenyl)-3-(5-hydroxy-2-nitrophenylthio)-2-butanone), C([O-])([O-])=O.[K+].[K+] (potassium carbonate). Reactants: CC=1C=C(C=C(C1I)C)O (3,5-dimethyl-4-iodophenol), O-Benzy13,5-dimethyl-4-iodophenol, C([O-])([O-])=O.[K+].[K+] (potassium carbonate), C(C1=CC=CC=C1)Br (benzyl bromide). The solvent is CC(=O)C (acetone). The product is C(C1=CC=CC=C1)C1=C(C=C(C(=C1C)I)C)O (0-Benzyl-3,5-dimethyl-4-iodophenol). The yield is 68.0%. Reaction SMILES: [CH3:1][C:2]1[CH:3]=[C:4]([OH:10])[CH:5]=[C:6]([CH3:9])[C:7]=1[I:8].C(=O)([O-])[O-].[K+].[K+].[CH2:17](Br)[C:18]1[CH:23]=[CH:22][CH:21]=[CH:20][CH:19]=1>CC(C)=O>[CH2:17]([C:5]1[C:6]([CH3:9])=[C:7]([I:8])[C:2]([CH3:1])=[CH:3][C:4]=1[OH:10])[C:18]1[CH:23]=[CH:22][CH:21]=[CH:20][CH:19]=1 |f:1.2.3|. Procedure details: 0-Benzyl-3,5-dimethyl-4-iodophenol was prepared as follows: In a 500 ml round-bottom flask were placed 30.0 g (121 mmol) of 3,5-dimethyl-4-iodophenol, 190 ml acetone, 16.9 g (122 mmol) potassium carbonate and 20.7 g (121 mmol) benzyl bromide. The mixture was refluxed for 15 hours, cooled, filtered and the precipitate washed with acetone. The combined filtrate was evaporated under reduced pressure to yield an orange oil which slowly crystallized. This was dissolved in methylene chloride and water... Starting materials: CC(=O)OC(C)=O, CC(C)CC(C(=O)OCc1ccccc1)C(CCCO)(C(=O)OCc1ccccc1)C(=O)OC(C)(C)C, c1ccncc1. Yields the product CC(=O)OCCCC(C(=O)OCc1ccccc1)(C(=O)OC(C)(C)C)C(CC(C)C)C(=O)OCc1ccccc1. As a reaction SMILES: [CH3:38][C:39](=[O:40])[O:41][C:42](=[O:43])[CH3:44].[OH:1][CH2:2][CH2:3][CH2:4][C:5]([CH:6]([CH2:7][CH:8]([CH3:9])[CH3:10])[C:11](=[O:12])[O:13][CH2:14][c:15]1[cH:16][cH:17][cH:18][cH:19][cH:20]1)([C:21](=[O:22])[O:23][CH2:24][c:25]1[cH:26][cH:27][cH:28][cH:29][cH:30]1)[C:31](=[O:32])[O:33][C:34]([CH3:35])([CH3:36])[CH3:37].[cH:45]1[cH:46][cH:47][n:48][cH:49][cH:50]1>>[O:1]([CH2:2][CH2:3][CH2:4][C:5]([CH:6]([CH2:7][CH:8]([CH3:9])[CH3:10])[C:11](=[O:12])[O:13][CH2:14][c:15]1[cH:16][cH:17][cH:18][cH:19][cH:20]1)([C:21](=[O:22])[O:23][CH2:24][c:25]1[cH:26][cH:27][cH:28][cH:29][cH:30]1)[C:31](=[O:32])[O:33][C:34]([CH3:35])([CH3:36])[CH3:37])[C:39]([CH3:38])=[O:40]. Reactants: C1CCOC1, CO, COC(=O)c1ccc(CCCC2C(Cl)CC(O)C2C=CC(O)CCCC(C)O)s1, [Li+], [Na+], [OH-], O=S(=O)([O-])O. Product: CC(O)CCCC(O)C=CC1C(O)CC(Cl)C1CCCc1ccc(C(=O)O)s1. Reaction SMILES: [CH2:40]1[O:41][CH2:42][CH2:43][CH2:44]1.[CH3:32][OH:33].[Cl:1][CH:2]1[CH2:3][CH:4]([OH:29])[CH:5]([CH:19]=[CH:20][CH:21]([CH2:22][CH2:23][CH2:24][CH:25]([CH3:26])[OH:27])[OH:28])[CH:6]1[CH2:7][CH2:8][CH2:9][c:10]1[cH:11][cH:12][c:13]([C:15](=[O:16])[O:17][CH3:18])[s:14]1.[Li+:30].[Na+:39].[OH-:31].[S:34]([O-:35])([OH:36])(=[O:37])=[O:38]>>[Cl:1][CH:2]1[CH2:3][CH:4]([OH:29])[CH:5]([CH:19]=[CH:20][CH:21]([CH2:22][CH2:23][CH2:24][CH:25]([CH3:26])[OH:27])[OH:28])[CH:6]1[CH2:7][CH2:8][CH2:9][c:10]1[cH:11][cH:12][c:13]([C:15](=[O:16])[OH:17])[s:14]1. The reactants are N#CN.[Pb] (Lead cyanamide), CNC(=S)NCCSCC1=NSC=C1 (N-methyl-N'-[2-(3-isothiazolylmethylthio)ethyl]thiourea), CN(C=O)C (dimethylformamide). Solvent: C(C)#N (acetonitrile). The product is C(#N)NC(=NC)NCCSCC1=NSC=C1 (N-cyano-N'-[2-(3-isothiazolylmethylthio)ethyl]-N"-methylguanidine). Reaction SMILES: [N:1]#[C:2][NH2:3].[Pb].[CH3:5][NH:6][C:7]([NH:9][CH2:10][CH2:11][S:12][CH2:13][C:14]1[CH:18]=[CH:17][S:16][N:15]=1)=S.CN(C)C=O>C(#N)C>[C:2]([NH:3][C:7]([NH:9][CH2:10][CH2:11][S:12][CH2:13][C:14]1[CH:18]=[CH:17][S:16][N:15]=1)=[N:6][CH3:5])#[N:1] |f:0.1,^3:3|. Procedure details: Lead cyanamide (52.6 g.) was added to a solution of N-methyl-N'-[2-(3-isothiazolylmethylthio)ethyl]thiourea (17.7 g.) in acetonitrile (500 ml.) containing dimethylformamide (50 ml.). The mixture was stirred under reflux for 48 hours, then filtered and concentrated. The product was chromatographed on silica gel with ethyl acetate as eluant and recrystallised from isopropyl acetate-ether to give N-cyano-N'-[2-(3-isothiazolylmethylthio)ethyl]-N"-methylguanidine, in a crystalline form, m.p. 63°-64°....